From a dataset of the Open Reaction Database (ORD), a public repository of structured organic reaction records. describe an organic reaction: reactants, conditions, products, and yield Reactants: C(C)(C)(C)NC[C@@H](CO)O ((S)-1-tert.butylamino-2,3-dihydroxypropane), C(C1=CC=CC=C1)=O (benzaldehyde), C1=CC=CC=C1 (benzene). Run in O (water). Yields the product C(C)(C)(C)N1[C@@](OC(C1)O)(C1=CC=CC=C1)C ((S)-3-tert. butyl-5-hydroxy-methyl-2-phenyloxazolidine). RXN SMILES: [C:1]([NH:5][CH2:6][C@H:7]([OH:10])CO)([CH3:4])([CH3:3])[CH3:2].[CH:11](=[O:18])[C:12]1[CH:17]=[CH:16][CH:15]=[CH:14][CH:13]=1.[CH:19]1C=CC=CC=1>O>[C:1]([N:5]1[CH2:6][CH:7]([OH:10])[O:18][C@@:11]1([CH3:19])[C:12]1[CH:17]=[CH:16][CH:15]=[CH:14][CH:13]=1)([CH3:2])([CH3:3])[CH3:4]. Procedure: 22 g of (S)-1-tert.butylamino-2,3-dihydroxypropane, 20.7 g of benzaldehyde and 46 cc of benzene are heated at reflux in a water separator for 16 hours. The benzene and benzaldehyde are removed by distillation and the residue is distilled in a high vacuum. (S)-3-tert. butyl-5-hydroxy-methyl-2-phenyloxazolidine is obtained as yellowish oil (B.P. 110°-125° at 0.01 mm of Hg); [α]20546 = 17.8° (c = 1.99; chloroform). The reactants are CC(C)(C)c1c(Cl)c(CO[SiH](c2ccccc2)c2ccccc2)cc(-n2cccc2C#N)c1Cl, CC(C)C[Al+]CC(C)C, CO, ClCCl, [H-], O. The product is CC(C)(C)c1c(Cl)c(CO[SiH](c2ccccc2)c2ccccc2)cc(-n2cccc2C=O)c1Cl. Reaction SMILES: [C:1]([CH3:2])([CH3:3])([CH3:4])[c:5]1[c:6]([Cl:34])[c:7](-[n:27]2[c:28]([C:32]#[N:33])[cH:29][cH:30][cH:31]2)[cH:8][c:9]([CH2:12][O:13][SiH:14]([c:15]2[cH:16][cH:17][cH:18][cH:19][cH:20]2)[c:21]2[cH:22][cH:23][cH:24][cH:25][cH:26]2)[c:10]1[Cl:11].[CH2:36]([Al+:37][CH2:38][CH:39]([CH3:40])[CH3:41])[CH:42]([CH3:43])[CH3:44].[CH3:45][OH:46].[Cl:47][CH2:48][Cl:49].[H-:35].[OH2:50]>>[C:1]([CH3:2])([CH3:3])([CH3:4])[c:5]1[c:6]([Cl:34])[c:7](-[n:27]2[c:28]([CH:32]=[O:46])[cH:29][cH:30][cH:31]2)[cH:8][c:9]([CH2:12][O:13][SiH:14]([c:15]2[cH:16][cH:17][cH:18][cH:19][cH:20]2)[c:21]2[cH:22][cH:23][cH:24][cH:25][cH:26]2)[c:10]1[Cl:11]. Reactants: CC(=O)c1cc([N+](=O)[O-])cc(Cl)c1Sc1nc2cc(C(F)(F)F)ccc2s1, O, O, Cl[Sn](Cl)(Cl)Cl. Yields the product CC(=O)c1cc(N)cc(Cl)c1Sc1nc2cc(C(F)(F)F)ccc2s1. Reaction SMILES: [Cl:1][c:2]1[c:3]([S:14][c:15]2[s:16][c:17]3[c:18]([n:19]2)[cH:20][c:21]([C:24]([F:25])([F:26])[F:27])[cH:22][cH:23]3)[c:4]([C:11]([CH3:12])=[O:13])[cH:5][c:6]([N+:8]([O-:9])=[O:10])[cH:7]1.[OH2:28].[OH2:29].[Sn:30]([Cl:31])([Cl:32])([Cl:33])[Cl:34]>>[Cl:1][c:2]1[c:3]([S:14][c:15]2[s:16][c:17]3[c:18]([n:19]2)[cH:20][c:21]([C:24]([F:25])([F:26])[F:27])[cH:22][cH:23]3)[c:4]([C:11]([CH3:12])=[O:13])[cH:5][c:6]([NH2:8])[cH:7]1. The reactants are Oc1cccc(Br)c1, CC(C)(C)OC(=O)CBr, O=C([O-])[O-], CC(C)=O, [K+], [K+]. Yields the product CC(C)(C)OC(=O)COc1cccc(Br)c1. RXN SMILES: [Br:16][c:17]1[cH:18][c:19]([OH:23])[cH:20][cH:21][cH:22]1.[Br:1][CH2:2][C:3](=[O:4])[O:5][C:6]([CH3:7])([CH3:8])[CH3:9].[C:10](=[O:11])([O-:12])[O-:13].[CH3:24][C:25](=[O:26])[CH3:27].[K+:14].[K+:15]>>[CH2:2]([C:3](=[O:4])[O:5][C:6]([CH3:7])([CH3:8])[CH3:9])[O:23][c:19]1[cH:18][c:17]([Br:16])[cH:22][cH:21][cH:20]1. The reactants are CC(=O)Cl, ClCCl, COC(=O)c1nc(N)sc1C(C)C. Product: COC(=O)c1nc(NC(C)=O)sc1C(C)C. RXN SMILES: [CH3:14][C:15]([Cl:16])=[O:17].[Cl:18][CH2:19][Cl:20].[NH2:1][c:2]1[s:3][c:4]([CH:11]([CH3:12])[CH3:13])[c:5]([C:7](=[O:8])[O:9][CH3:10])[n:6]1>>[NH:1]([c:2]1[s:3][c:4]([CH:11]([CH3:12])[CH3:13])[c:5]([C:7](=[O:8])[O:9][CH3:10])[n:6]1)[C:15]([CH3:14])=[O:17]. Product: C(C)C=1N(N=C2C1N=C(NC2=O)C=2C(=NC=C(C2)S(=O)(=O)N2CCN(CC2)CC)OCCOC)C2=CC=CC=C2 (3-Ethyl-5-[5-(4-ethylpiperazin-1-ylsulphonyl)-2-(2-methoxyethoxy)pyridin-3-yl]-2-phenyl-2,6-dihydro-7H-pyrazolo[4,3-d]pyrimidin-7-one). RXN SMILES: C[Si]([N-][Si](C)(C)C)(C)C.[K+].[CH2:11]([O:13][C:14]1[C:19]([C:20]2[NH:21][C:22](=[O:37])[C:23]3[C:24](=[C:26]([CH2:35][CH3:36])[N:27]([C:29]4[CH:34]=[CH:33][CH:32]=[CH:31][CH:30]=4)[N:28]=3)[N:25]=2)=[CH:18][C:17]([S:38]([N:41]2[CH2:46][CH2:45][N:44]([CH2:47][CH3:48])[CH2:43][CH2:42]2)(=[O:40])=[O:39])=[CH:16][N:15]=1)[CH3:12].[CH3:49][O:50]CCO>>[CH2:35]([C:26]1[N:27]([C:29]2[CH:34]=[CH:33][CH:32]=[CH:31][CH:30]=2)[N:28]=[C:23]2[C:22](=[O:37])[NH:21][C:20]([C:19]3[C:14]([O:13][CH2:11][CH2:12][O:50][CH3:49])=[N:15][CH:16]=[C:17]([S:38]([N:41]4[CH2:46][CH2:45][N:44]([CH2:47][CH3:48])[CH2:43][CH2:42]4)(=[O:40])=[O:39])[CH:18]=3)=[N:25][C:24]=12)[CH3:36] |f:0.1|. Procedure details: Potassium bis(trimethylsilyl)amide (294 mg, 1.47 mmol) was added to a solution of the compound from example 66 (200 mg, 0.37 mmol) in 2-methoxyethanol (10 ml), and the reaction heated under reflux for 18 hours. The mixture was evaporated under reduced pressure and the residue purified by column chromatography on silica gel using dichloromethane:methanol:0.88 ammonia (97:3:0.5) as eluant. The product was recrystallised from dichloromethane:iso-propanol to give the desired compound as a white soli... Reactants: C[Si](C)(C)[N-][Si](C)(C)C.[K+] (Potassium bis(trimethylsilyl)amide), C(C)OC1=NC=C(C=C1C=1NC(C=2C(N1)=C(N(N2)C2=CC=CC=C2)CC)=O)S(=O)(=O)N2CCN(CC2)CC (5-[2-Ethoxy-5-(4-ethylpiperazin-1-ylsulphonyl)pyridin-3-yl]-3-ethyl-2-phenyl-2,6-dihydro-7H-pyrazolo[4,3-d]pyrimidin-7-one), COCCO (2-methoxyethanol). As a reaction SMILES: [CH2:2]([c:3]1[cH:4][cH:5][cH:6][cH:7][cH:8]1)[Mg+:9].[CH2:33]1[O:34][CH2:35][CH2:36][CH2:37]1.[Cl-:1].[F:10][C:11]([CH2:12][n:13]1[n:14][cH:15][c:16](-[c:21]2[cH:22][cH:23][c:24]([S:27](=[O:28])(=[O:29])[CH3:30])[cH:25][cH:26]2)[c:17]([Cl:20])[c:18]1=[O:19])([F:31])[F:32]>>[CH2:2]([c:3]1[cH:4][cH:5][cH:6][cH:7][cH:8]1)[c:17]1[c:16](-[c:21]2[cH:22][cH:23][c:24]([S:27](=[O:28])(=[O:29])[CH3:30])[cH:25][cH:26]2)[cH:15][n:14][n:13]([CH2:12][C:11]([F:10])([F:31])[F:32])[c:18]1=[O:19]. Product: CS(=O)(=O)c1ccc(-c2cnn(CC(F)(F)F)c(=O)c2Cc2ccccc2)cc1. The reactants are [Mg+]Cc1ccccc1, C1CCOC1, [Cl-], CS(=O)(=O)c1ccc(-c2cnn(CC(F)(F)F)c(=O)c2Cl)cc1. Starting materials: Cl.CC1=C(NC2=CC=CC=C12)C=1C=NC=CC1 (3-methyl-2-pyridin-3-yl-1H-indole hydrochloride), C(C1=CC=CC=C1)Br (Benzyl bromide), C(C1=CC=CC=C1)Br (benzyl bromide), C[Si](C)(C)[N-][Si](C)(C)C.[K+] (KHMDS), ice water. Solvent: C1CCOC1 (THF). Conditions: temperature 0 celsius, time 15 minute. Product: C(C1=CC=CC=C1)N1C(=C(C2=CC=CC=C12)C)C=1C=NC=CC1 (1-benzyl-3-methyl-2-pyridin-3-yl-1H-indole). Reaction SMILES: Cl.[CH3:2][C:3]1[C:11]2[C:6](=[CH:7][CH:8]=[CH:9][CH:10]=2)[NH:5][C:4]=1[C:12]1[CH:13]=[N:14][CH:15]=[CH:16][CH:17]=1.C[Si]([N-][Si](C)(C)C)(C)C.[K+].[CH2:28](Br)[C:29]1[CH:34]=[CH:33][CH:32]=[CH:31][CH:30]=1>C1COCC1>[CH2:28]([N:5]1[C:6]2[C:11](=[CH:10][CH:9]=[CH:8][CH:7]=2)[C:3]([CH3:2])=[C:4]1[C:12]1[CH:13]=[N:14][CH:15]=[CH:16][CH:17]=1)[C:29]1[CH:34]=[CH:33][CH:32]=[CH:31][CH:30]=1 |f:0.1,2.3|. Procedure details: 3-Methyl-2-pyridin-3-yl-1H-indole hydrochloride (Example 1, 0.110 g, 0.445 mmol) is suspended in THF (3 mL) and cooled to 0° C. KHMDS (0.5M in toluene, 2 mL, 1 mmol) is added dropwise, the cooling bath is lowered and the mixture is stirred at room temperature for 15 min, whereupon it is lowered in the ice-water bath. Benzyl bromide (0.093 g, 0.534 mmol) is added dropwise. After 3 h, additional benzyl bromide (0.046 g, 0.267 mmol) is added, and upon reaction completion, the mixture is quenched wi... Starting materials: CCCCCCCCCCCCCCCCCCNCCCCCCCCCCCCCCCCCC, Nc1cc(F)c([N+](=O)[O-])cc1[N+](=O)[O-]. Product: CCCCCCCCCCCCCCCCCCN(CCCCCCCCCCCCCCCCCC)c1cc(N)c([N+](=O)[O-])cc1[N+](=O)[O-]. RXN SMILES: [CH2:15]([CH2:16][CH2:17][CH2:18][CH2:19][CH2:20][CH2:21][CH2:22][CH2:23][CH2:24][CH2:25][CH2:26][CH2:27][CH2:28][CH2:29][CH2:30][CH2:31][CH3:32])[NH:33][CH2:34][CH2:35][CH2:36][CH2:37][CH2:38][CH2:39][CH2:40][CH2:41][CH2:42][CH2:43][CH2:44][CH2:45][CH2:46][CH2:47][CH2:48][CH2:49][CH2:50][CH3:51].[N+:1](=[O:2])([O-:3])[c:4]1[c:5]([NH2:6])[cH:7][c:8]([F:14])[c:9]([N+:11](=[O:12])[O-:13])[cH:10]1>>[N+:1](=[O:2])([O-:3])[c:4]1[c:5]([NH2:6])[cH:7][c:8]([N:33]([CH2:15][CH2:16][CH2:17][CH2:18][CH2:19][CH2:20][CH2:21][CH2:22][CH2:23][CH2:24][CH2:25][CH2:26][CH2:27][CH2:28][CH2:29][CH2:30][CH2:31][CH3:32])[CH2:34][CH2:35][CH2:36][CH2:37][CH2:38][CH2:39][CH2:40][CH2:41][CH2:42][CH2:43][CH2:44][CH2:45][CH2:46][CH2:47][CH2:48][CH2:49][CH2:50][CH3:51])[c:9]([N+:11](=[O:12])[O-:13])[cH:10]1. Reactants: [OH-].[Na+] (sodium hydroxide), Cl (hydrochloric acid), ClCC(Cl)(Cl)Cl (tetrachloroethane), thus-obtained compound, OO (hydrogen peroxide), N1=CC=CC=C1 (pyridine). The solvent is O (water). Run at time 3 hour. Yields the product CC=1C=C(C(O)=CC1)O (4-methylcatechol). Isolated yield 96.0%. As a reaction SMILES: [OH-:1].[Na+].Cl[CH2:4][C:5](Cl)(Cl)Cl.[OH:9]O.Cl.N1[CH:17]=[CH:16][CH:15]=[CH:14][CH:13]=1>O>[CH3:13][C:14]1[CH:15]=[C:16]([OH:9])[C:17](=[CH:4][CH:5]=1)[OH:1] |f:0.1|. Reported procedure: Then, 0.9 mol of 30% sodium hydroxide was added dropwise, at 0° to 10° C., to a mixture solution composed of a tetrachloroethane solution containing 0.8 mol of the thus-obtained compound (III-1), 0.9 mol of 30% hydrogen peroxide, a 2-fold amount by weight, based on (III-1), of water, and a 0.3-fold amount by weight, based on (III-1), of pyridine over 2 hours. Stirring was continued at the same temperature for 3 hours. After completion of the reaction, the reaction mixture was rendered weakly aci...